Dataset: the Open Reaction Database (ORD), a public repository of structured organic reaction records. Task: describe an organic reaction: reactants, conditions, products, and yield The reactants are C(C)(=O)NC1=C(C=C(C=C1)C(C)(C)C)Br (N-acetyl-2-bromo-4-tert-butyl aniline), Cl (hydrochloric acid). The solvent is C(C)O (ethanol). The product is Cl.BrC1=C(N)C=CC(=C1)C(C)(C)C (2-Bromo-4-tert-butyl aniline hydrochloride). Reaction SMILES: C([NH:4][C:5]1[CH:10]=[CH:9][C:8]([C:11]([CH3:14])([CH3:13])[CH3:12])=[CH:7][C:6]=1[Br:15])(=O)C.[ClH:16]>C(O)C>[ClH:16].[Br:15][C:6]1[CH:7]=[C:8]([C:11]([CH3:14])([CH3:13])[CH3:12])[CH:9]=[CH:10][C:5]=1[NH2:4] |f:3.4|. Procedure details: A solution of 24.33 g (90 mmol) of N-acetyl-2-bromo-4-tert-butyl aniline in 73.5 ml of 95% ethanol and 46 ml of concentrated hydrochloric acid is heated under reflux one hour. Then the mixture is cooled and the product is filtered, washed with cold 95% ethanol and dried. The yield of title compound is 21.75 g (91%). Reactants: C(C(=O)Cl)(=O)Cl (oxalyl chloride), CS(=O)C (dimethylsulfoxide), N1=CC(=CC=C1)CCCC(CCCCOC1OCCCC1)O (1-(3-pyridyl)-4-hydroxy-8-(2-tetrahydropyranyloxy)-octane). Run in C(Cl)Cl (methylene chloride), C(Cl)Cl (methylene chloride). Reaction conditions: time 0.5 hour. The product is N1=CC(=CC=C1)CCCC(CCCCOC1OCCCC1)=O (1-(3-pyridyl)-4-oxo-8-(2-tetrahydropyranyloxy)-octane). RXN SMILES: CS(C)=O.C(Cl)(=O)C(Cl)=O.[N:11]1[CH:16]=[CH:15][CH:14]=[C:13]([CH2:17][CH2:18][CH2:19][CH:20]([OH:32])[CH2:21][CH2:22][CH2:23][CH2:24][O:25][CH:26]2[CH2:31][CH2:30][CH2:29][CH2:28][O:27]2)[CH:12]=1>C(Cl)Cl>[N:11]1[CH:16]=[CH:15][CH:14]=[C:13]([CH2:17][CH2:18][CH2:19][C:20](=[O:32])[CH2:21][CH2:22][CH2:23][CH2:24][O:25][CH:26]2[CH2:31][CH2:30][CH2:29][CH2:28][O:27]2)[CH:12]=1. Procedure details: A solution of 1.62 ml (22.73 mmol) of dimethylsulfoxide in 60 ml dry methylene chloride is cooled to -78° and 1.44 ml (16.53 mmol) oxalyl chloride is added dropwise. The mixture is stirred for 0.5 h at -78° and a solution of 1.0 g (3.31 mmol) of 1-(3-pyridyl)-4-hydroxy-8-(2-tetrahydropyranyloxy)-octane [=5-hydroxy-8-(3-pyridyl)-1-(2-tetrahydropyranyloxy)-octane, see example 37] in 15 ml dry methylene chloride is added and the mixture is stirred for 10 min at -78°. The mixture is warmed to -60° a...